From a dataset of the Open Reaction Database (ORD), a public repository of structured organic reaction records. describe an organic reaction: reactants, conditions, products, and yield The reactants are C1COCCO1, O=[Se]=O, Cc1nc2ccccc2n1-n1cccc1. Yields the product O=Cc1nc2ccccc2n1-n1cccc1. As a reaction SMILES: [O:19]1[CH2:20][CH2:21][O:22][CH2:23][CH2:24]1.[Se:16](=[O:17])=[O:18].[n:1]1(-[n:6]2[c:7]([CH3:15])[n:8][c:9]3[c:10]2[cH:11][cH:12][cH:13][cH:14]3)[cH:2][cH:3][cH:4][cH:5]1>>[n:1]1(-[n:6]2[c:7]([CH:15]=[O:17])[n:8][c:9]3[c:10]2[cH:11][cH:12][cH:13][cH:14]3)[cH:2][cH:3][cH:4][cH:5]1. Reactants: acid chloride, C1(=CC=C(C=C1)C(=CC(=O)Cl)C)C1=CC=CC=C1 (3-(4-Biphenylyl)-2-butenoic acid chloride), O1CCCC1 (tetrahydrofuran), C[Mg]Br (methyl magnesium bromide). Run in C1(=CC=CC=C1)C (toluene). Conditions: temperature -30 celsius, time 30 minute. Yields the product C1(=C(C=CC=C1)C(C)=CC(C)=O)C1=CC=CC=C1 (2-(p-Biphenylyl)-2-penten-4-one). Reaction SMILES: [C:1]1([C:13]2[CH:18]=[CH:17][CH:16]=[CH:15][CH:14]=2)[CH:6]=[CH:5][C:4](C(C)=CC(Cl)=O)=[CH:3][CH:2]=1.[CH3:19][Mg]Br.[O:22]1[CH2:26][CH2:25][CH2:24][CH2:23]1>C1(C)C=CC=CC=1>[C:13]1([C:1]2[CH:2]=[CH:3][CH:4]=[CH:5][CH:6]=2)[CH:14]=[CH:15][CH:16]=[CH:17][C:18]=1[C:25](=[CH:24][C:23](=[O:22])[CH3:19])[CH3:26]. Procedure: 10.0 g (0.039 mole) of the crude acid chloride from (c), above, is dissolved in 200 ml of dry tetrahydrofuran and the solution placed in a 500 ml round bottom flask fitted with a septum inlet and magnetic stirrer, and held under a nitrogen atmosphere. The solution is cooled to -30° C. in a dry ice/isopropanol bath and 19.5 ml (0.039 mole) of a commercial 2 M methyl magnesium bromide solution in dry toluene is added, dropwise, over 30 minutes. After the addition is complete, the mixture is allowe... Yields the product COCCOc1cc(Oc2cccnc2)cnc1[N+](=O)[O-]. As a reaction SMILES: [Cl:1][c:2]1[cH:3][c:4]([O:11][CH2:12][CH2:13][O:14][CH3:15])[c:5]([N+:8](=[O:9])[O-:10])[n:6][cH:7]1.[K+:23].[K+:24].[O-:25][C:26]([O-:27])=[O:28].[O:29]=[CH:30][N:31]([CH3:32])[CH3:33].[OH:16][c:17]1[cH:18][n:19][cH:20][cH:21][cH:22]1>>[c:2]1([O:16][c:17]2[cH:18][n:19][cH:20][cH:21][cH:22]2)[cH:3][c:4]([O:11][CH2:12][CH2:13][O:14][CH3:15])[c:5]([N+:8](=[O:9])[O-:10])[n:6][cH:7]1. Reactants: COCCOc1cc(Cl)cnc1[N+](=O)[O-], [K+], [K+], O=C([O-])[O-], CN(C)C=O, Oc1cccnc1.